From a dataset of the Open Reaction Database (ORD), a public repository of structured organic reaction records. describe an organic reaction: reactants, conditions, products, and yield Reactants: C(C)(C)(C)C=1N=C(SC1)C=1OC2=C(C1)C=C(C=C2)CCCCl (4-tert-butyl-2-[5-(3-chloropropyl)-benzofuran-2-yl]thiazole), C(#N)C1=CNC2=CC(=CC=C12)C (3-cyano-6-methylindole), [OH-].[Na+] (sodium hydroxide), [Cl-] (chloride). Solvent: O1CCCC1 (tetrahydrofuran). Reaction conditions: temperature 60 celsius, time 1 day. The product is C(C)(C)(C)C=1N=C(SC1)C=1OC2=C(C1)C=C(C=C2)CCCN2C=C(C1=CC=C(C=C21)C)C#N (4-tert-butyl-2-{5-[3-(3-cyano-6-methylindole-1-yl)propyl]-benzofuran-2-yl}thiazole). Isolated yield 42.5%. Reaction SMILES: [C:1]([C:5]1[N:6]=[C:7]([C:10]2[O:11][C:12]3[CH:18]=[CH:17][C:16]([CH2:19][CH2:20][CH2:21]Cl)=[CH:15][C:13]=3[CH:14]=2)[S:8][CH:9]=1)([CH3:4])([CH3:3])[CH3:2].[C:23]([C:25]1[C:33]2[C:28](=[CH:29][C:30]([CH3:34])=[CH:31][CH:32]=2)[NH:27][CH:26]=1)#[N:24].[OH-].[Na+].[Cl-]>O1CCCC1>[C:1]([C:5]1[N:6]=[C:7]([C:10]2[O:11][C:12]3[CH:18]=[CH:17][C:16]([CH2:19][CH2:20][CH2:21][N:27]4[C:28]5[C:33](=[CH:32][CH:31]=[C:30]([CH3:34])[CH:29]=5)[C:25]([C:23]#[N:24])=[CH:26]4)=[CH:15][C:13]=3[CH:14]=2)[S:8][CH:9]=1)([CH3:4])([CH3:3])[CH3:2] |f:2.3|. Procedure: A mixture of 4-tert-butyl-2-[5-(3-chloropropyl)-benzofuran-2-yl]thiazole (0.19 g), 3-cyano-6-methylindole (73 mg), sodium hydroxide (90 mg) and small amount of cetyl trymethylammonium chloride in tetrahydrofuran (1 ml) was stirred at 60° C. for 1 day. After the mixture was cooled to room temperature, the insolble mass was filtered off and the filtrate was concentrated under reduced pressure to give a syrup. The syrup was subjected to column chromatography on silica gel and eluted with a mixture ... Starting materials: CCC(O)(C=Cc1ccc(C(CC)(CC)c2ccc(-c3ccc(OC)c(CC(=O)OC)c3)c(C)c2)cc1C)CC, CO, [Cl-], [NH4+], [Na+], C1CCOC1, [OH-]. Yields the product CCC(O)(C=Cc1ccc(C(CC)(CC)c2ccc(-c3ccc(OC)c(CC(=O)O)c3)c(C)c2)cc1C)CC. RXN SMILES: [CH3:3][O:4][C:5]([CH2:6][c:7]1[cH:8][c:9](-[c:15]2[c:16]([CH3:41])[cH:17][c:18]([C:21]([CH2:22][CH3:23])([c:24]3[cH:25][c:26]([CH3:38])[c:27]([CH:30]=[CH:31][C:32]([CH2:33][CH3:34])([OH:35])[CH2:36][CH3:37])[cH:28][cH:29]3)[CH2:39][CH3:40])[cH:19][cH:20]2)[cH:10][cH:11][c:12]1[O:13][CH3:14])=[O:42].[CH3:50][OH:51].[Cl-:43].[NH4+:44].[Na+:2].[O:45]1[CH2:46][CH2:47][CH2:48][CH2:49]1.[OH-:1]>>[O:4]=[C:5]([CH2:6][c:7]1[cH:8][c:9](-[c:15]2[c:16]([CH3:41])[cH:17][c:18]([C:21]([CH2:22][CH3:23])([c:24]3[cH:25][c:26]([CH3:38])[c:27]([CH:30]=[CH:31][C:32]([CH2:33][CH3:34])([OH:35])[CH2:36][CH3:37])[cH:28][cH:29]3)[CH2:39][CH3:40])[cH:19][cH:20]2)[cH:10][cH:11][c:12]1[O:13][CH3:14])[OH:42]. The reactants are C1(=CC=CC=C1)SCC1=C2C(=C3C(C4=CC=CC=C4C(C3=C1)=O)=O)CCC2 (2,3-dihydro-4-phenylthiomethyl-1H-cyclopent[a]-anthracene-6,11-dione), N#CBr (cyanogen bromide), C(C)#N (acetonitrile). The product is BrCC1=C2C(=C3C(C4=CC=CC=C4C(C3=C1)=O)=O)CCC2 (2,3-dihydro-4-bromomethyl-1H-cyclopent[a]-anthracene-6,11-dione). Isolated yield 61.0%. RXN SMILES: C1(S[CH2:8][C:9]2[CH:22]=[C:21]3[C:12]([C:13](=[O:24])[C:14]4[C:19]([C:20]3=[O:23])=[CH:18][CH:17]=[CH:16][CH:15]=4)=[C:11]3[CH2:25][CH2:26][CH2:27][C:10]=23)C=CC=CC=1.N#C[Br:30].C(#N)C>>[Br:30][CH2:8][C:9]1[CH:22]=[C:21]2[C:12]([C:13](=[O:24])[C:14]3[C:19]([C:20]2=[O:23])=[CH:18][CH:17]=[CH:16][CH:15]=3)=[C:11]2[CH2:25][CH2:26][CH2:27][C:10]=12. Reported procedure: A mixture of 2,3-dihydro-4-phenylthiomethyl-1H-cyclopent[a]-anthracene-6,11-dione (350 mg, 0.95 mmol) and cyanogen bromide solution (5.0M) in acetonitrile (8 mL, 4 mmol) is heated at reflux for 4.5 hours under nitrogen. After cooling, the mixture is washed with H2O (20 mL×3), dried (Na2SO4) and evaporated in vacuo to dryness. The residue is then treated with boiling ethyl ether for 10 minutes and then stored in the refrigerator overnight. The product, 2,3-dihydro-4-bromomethyl-1H-cyclopent[a]-an...